From a dataset of the Open Reaction Database (ORD), a public repository of structured organic reaction records. describe an organic reaction: reactants, conditions, products, and yield Product: OC(C)(C)C1=CC=C(C=C1)C=1SC(=C(N1)C(=O)N)NC1=NC(=CC=C1)C(C(F)(F)F)O (2-[4-(1-Hydroxy-1-methylethyl)phenyl]-5-{[6-(2,2,2-trifluoro-1-hydroxyethyl)pyridin-2-yl]amino}-1,3-thiazole-4-carboxamide). Reported procedure: The title compound was prepared as described in Example 9, Step 2 using 5-amino-2-[4-(1-hydroxy-1-methylethyl)phenyl]-1,3-thiazole-4-carboxamide (Example 5, Step 3) (150 mg, 0.54 mmol), 1-(6-bromopyridin-2-yl)-2,2,2-trifluoroethanol (138 mg, 0.54 mmol), Pd2(dba)3 (30 mg, 0.032 mmol), X-PHOS (77 mg, 0.16 mmol), potassium carbonate (82 mg, 0.60 mmol), and tert-amyl alcohol (1.2 ml) as starting materials. 1H NMR (600 MHz, d6-DMSO) δ 11.33 (s, 1H), 7.85 (d, 2H), 7.80 (t, 1H), 7.73 (s, 1H), 7.62 (s, ... As a reaction SMILES: [NH2:1][C:2]1[S:6][C:5]([C:7]2[CH:12]=[CH:11][C:10]([C:13]([OH:16])([CH3:15])[CH3:14])=[CH:9][CH:8]=2)=[N:4][C:3]=1[C:17]([NH2:19])=[O:18].Br[C:21]1[N:26]=[C:25]([CH:27]([OH:32])[C:28]([F:31])([F:30])[F:29])[CH:24]=[CH:23][CH:22]=1.CC(C1C=C(C(C)C)C(C2C=CC=CC=2P(C2CCCCC2)C2CCCCC2)=C(C(C)C)C=1)C.C(=O)([O-])[O-].[K+].[K+].C(O)(CC)(C)C>C1C=CC(/C=C/C(/C=C/C2C=CC=CC=2)=O)=CC=1.C1C=CC(/C=C/C(/C=C/C2C=CC=CC=2)=O)=CC=1.C1C=CC(/C=C/C(/C=C/C2C=CC=CC=2)=O)=CC=1.[Pd].[Pd]>[OH:16][C:13]([C:10]1[CH:9]=[CH:8][C:7]([C:5]2[S:6][C:2]([NH:1][C:21]3[CH:22]=[CH:23][CH:24]=[C:25]([CH:27]([OH:32])[C:28]([F:31])([F:30])[F:29])[N:26]=3)=[C:3]([C:17]([NH2:19])=[O:18])[N:4]=2)=[CH:12][CH:11]=1)([CH3:15])[CH3:14] |f:3.4.5,7.8.9.10.11|. Reactants: NC1=C(N=C(S1)C1=CC=C(C=C1)C(C)(C)O)C(=O)N (5-Amino-2-[4-(1-hydroxy-1-methylethyl)phenyl]-1,3-thiazole-4-carboxamide), C([O-])([O-])=O.[K+].[K+] (potassium carbonate), C(C)(C)(CC)O (tert-amyl alcohol), BrC1=CC=CC(=N1)C(C(F)(F)F)O (1-(6-bromopyridin-2-yl)-2,2,2-trifluoroethanol), CC(C)C1=CC(=C(C(=C1)C(C)C)C2=C(C=CC=C2)P(C3CCCCC3)C4CCCCC4)C(C)C (X-PHOS). The reagents and catalysts are C=1C=CC(=CC1)/C=C/C(=O)/C=C/C2=CC=CC=C2.C=1C=CC(=CC1)/C=C/C(=O)/C=C/C2=CC=CC=C2.C=1C=CC(=CC1)/C=C/C(=O)/C=C/C2=CC=CC=C2.[Pd].[Pd] (Pd2(dba)3). Reactants: ClC1=CC=C(C2=C1CCN(CC2)C)CCCO (9-chloro-2,3,4,5-tetrahydro-3-methyl-1H-3-benzazepine-6-propanol), S(=O)(Cl)Cl (thionyl chloride). Solvent: C(Cl)Cl (methylene chloride). Conditions: temperature 25 celsius, time 16 hour. Product: Cl.ClC1=CC=C(C=2CCN(CCC21)C)CCCCl (6-chloro-9-(3-chloropropyl)-2,3,4,5-tetrahydro-3-methyl-1H-3-benzazepine hydrochloride). RXN SMILES: [Cl:1][C:2]1[C:7]2[CH2:8][CH2:9][N:10]([CH3:13])[CH2:11][CH2:12][C:6]=2[C:5]([CH2:14][CH2:15][CH2:16]O)=[CH:4][CH:3]=1.S(Cl)([Cl:20])=O>C(Cl)Cl>[ClH:1].[Cl:1][C:2]1[C:7]2[CH2:8][CH2:9][N:10]([CH3:13])[CH2:11][CH2:12][C:6]=2[C:5]([CH2:14][CH2:15][CH2:16][Cl:20])=[CH:4][CH:3]=1 |f:3.4|. Procedure details: A solution of 9-chloro-2,3,4,5-tetrahydro-3-methyl-1H-3-benzazepine-6-propanol (0.8 g, 3 mmol) in methylene chloride (30 ml) was stirred at 5° C. and treated with thionyl chloride (40 ml). The mixture was stirred for 10 minutes at 5° C., 15 minutes at 25° C., 3 hours at 55° C. and 16 hours at 25° C. The mixture was concentrated to give 0.96 g of 6-chloro-9-(3-chloropropyl)-2,3,4,5-tetrahydro-3-methyl-1H-3-benzazepine hydrochloride. Starting materials: C(C)OC(=O)CC(C[C@@H]1CC[C@H](CC1)OC(=O)N1CC2=CC=C(C=C2CC1)NC(=O)NC1=C(C=CC=C1)F)=O (trans-6-[3-(2-fluoro-phenyl)-ureido]-3,4-dihydro-1H-isoquinoline-2-carboxylic acid 4-(3-ethoxycarbonyl-2-oxo-propyl)-cyclohexyl ester), C(C)O (ethanol), O.NN (hydrazine monohydrate), O.NN (hydrazine monohydrate). Run in C(C)(C)OC(C)C (isopropyl ether). The product is OC=1C=C(NN1)C[C@@H]1CC[C@H](CC1)OC(=O)N1CC2=CC=C(C=C2CC1)NC(=O)NC1=C(C=CC=C1)F (trans-6-[3-(2-fluoro-phenyl)-ureido]-3,4-dihydro-1H-isoquinoline-2-carboxylic acid 4-(5-hydroxy-2H-pyrazol-3-ylmethyl)-cyclohexyl ester). The yield is 51.0%. RXN SMILES: C([O:3][C:4]([CH2:6][C:7](=O)[CH2:8][C@H:9]1[CH2:14][CH2:13][C@H:12]([O:15][C:16]([N:18]2[CH2:27][CH2:26][C:25]3[C:20](=[CH:21][CH:22]=[C:23]([NH:28][C:29]([NH:31][C:32]4[CH:37]=[CH:36][CH:35]=[CH:34][C:33]=4[F:38])=[O:30])[CH:24]=3)[CH2:19]2)=[O:17])[CH2:11][CH2:10]1)=O)C.C(O)C.O.[NH2:44][NH2:45]>C(OC(C)C)(C)C>[OH:3][C:4]1[CH:6]=[C:7]([CH2:8][C@H:9]2[CH2:10][CH2:11][C@H:12]([O:15][C:16]([N:18]3[CH2:19][CH2:20][C:25]4[C:26](=[CH:21][CH:22]=[C:23]([NH:28][C:29]([NH:31][C:32]5[CH:37]=[CH:36][CH:35]=[CH:34][C:33]=5[F:38])=[O:30])[CH:24]=4)[CH2:27]3)=[O:17])[CH2:13][CH2:14]2)[NH:44][N:45]=1 |f:2.3|. Reported procedure: To a mixture of trans-6-[3-(2-fluoro-phenyl)-ureido]-3,4-dihydro-1H-isoquinoline-2-carboxylic acid 4-(3-ethoxycarbonyl-2-oxo-propyl)-cyclohexyl ester (189 mg) obtained in Example (42a) and ethanol (5 mL), hydrazine monohydrate (0.022 mL) was added at 0° C. During the reaction, hydrazine monohydrate was further added thereto, and the mixture was stirred until the reaction substrate was consumed. The reaction mixture was concentrated and purified by column chromatography (dichloromethane/methanol)... Reactants: Cn1c2ccc(NC(=O)c3ccccc3)cc2c(=O)n2nc(C(=O)O)cc12, [H-], CI, [Na+], CN(C)C=O. The product is CN(C(=O)c1ccccc1)c1ccc2c(c1)c(=O)n1nc(C(=O)O)cc1n2C. As a reaction SMILES: [C:3]([c:4]1[cH:5][cH:6][cH:7][cH:8][cH:9]1)(=[O:10])[NH:11][c:12]1[cH:13][c:14]2[c:15](=[O:29])[n:16]3[c:17]([n:18]([CH3:22])[c:19]2[cH:20][cH:21]1)[cH:23][c:24]([C:26](=[O:27])[OH:28])[n:25]3.[H-:1].[I:30][CH3:31].[Na+:2].[O:32]=[CH:33][N:34]([CH3:35])[CH3:36]>>[C:3]([c:4]1[cH:5][cH:6][cH:7][cH:8][cH:9]1)(=[O:10])[N:11]([c:12]1[cH:13][c:14]2[c:15](=[O:29])[n:16]3[c:17]([n:18]([CH3:22])[c:19]2[cH:20][cH:21]1)[cH:23][c:24]([C:26](=[O:27])[OH:28])[n:25]3)[CH3:31]. Reactants: O=C([O-])[O-], O=C(O)CC1C=CC(O)C1COCc1ccccc1, CI, CC(C)=O, [K+], [K+]. Yields the product COC(=O)CC1C=CC(O)C1COCc1ccccc1. RXN SMILES: [C:20](=[O:21])([O-:22])[O-:23].[CH2:1]([c:2]1[cH:3][cH:4][cH:5][cH:6][cH:7]1)[O:8][CH2:9][CH:10]1[CH:11]([OH:19])[CH:12]=[CH:13][CH:14]1[CH2:15][C:16](=[O:17])[OH:18].[CH3:26][I:27].[CH3:28][C:29](=[O:30])[CH3:31].[K+:24].[K+:25]>>[CH2:1]([c:2]1[cH:3][cH:4][cH:5][cH:6][cH:7]1)[O:8][CH2:9][CH:10]1[CH:11]([OH:19])[CH:12]=[CH:13][CH:14]1[CH2:15][C:16](=[O:17])[O:18][CH3:20].